Dataset: the Open Reaction Database (ORD), a public repository of structured organic reaction records. Task: describe an organic reaction: reactants, conditions, products, and yield Starting materials: BrC=1C(=CC2=C(OC\C(\N2)=N/N)N1)C1=CC=CC=C1 ((E)-6-bromo-2-hydrazono-7-phenyl-2,3-dihydro-1H-pyrido[2,3-b][1,4]oxazine), C(C)OC(CC)(OCC)OCC (1,1,1-triethoxypropane). Reaction conditions: temperature 120 celsius. Product: BrC=1C(=CC2=C(OCC=3N2C(=NN3)CC)N1)C1=CC=CC=C1 (7-bromo-1-ethyl-8-phenyl-4H-pyrido[2,3-b][1,2,4]triazolo[4,3-d][1,4]oxazine). Yield: 40.0%. As a reaction SMILES: [Br:1][C:2]1[C:3]([C:14]2[CH:19]=[CH:18][CH:17]=[CH:16][CH:15]=2)=[CH:4][C:5]2[NH:10]/[C:9](=[N:11]/[NH2:12])/[CH2:8][O:7][C:6]=2[N:13]=1.C(O[C:23](OCC)(OCC)[CH2:24][CH3:25])C>>[Br:1][C:2]1[C:3]([C:14]2[CH:19]=[CH:18][CH:17]=[CH:16][CH:15]=2)=[CH:4][C:5]2[N:10]3[C:23]([CH2:24][CH3:25])=[N:12][N:11]=[C:9]3[CH2:8][O:7][C:6]=2[N:13]=1. Reported procedure: In a 10 ml microwave vial was (E)-6-bromo-2-hydrazono-7-phenyl-2,3-dihydro-1H-pyrido[2,3-b][1,4]oxazine (90 mg, 0.282 mmol) in 1,1,1-triethoxypropane to give a yellow suspension. The reaction mixture was heated to 120° C. for 20 minutes. The crude residue was concentrated under reduced pressure and purified by Biotage silica gel chromatography (gradient 100% to 100% n-hexane in ethyl acetate) to give the title compound (41 mg, 40%). 1H NMR (500 MHz, CDCl3): 7.73 (1H, s), 7.54-7.48 (3H, m), 7.45-... Reactants: COC(=O)CCCN1CCN(C(=O)CCNC(=O)OC(C)(C)C)CC1, ClCCl, O=C(O)C(F)(F)F. The product is COC(=O)CCCN1CCN(C(=O)CCN)CC1. RXN SMILES: [C:1]([O:2][C:3](=[O:4])[NH:8][CH2:9][CH2:10][C:11](=[O:12])[N:13]1[CH2:14][CH2:15][N:16]([CH2:19][CH2:20][CH2:21][C:22](=[O:23])[O:24][CH3:25])[CH2:17][CH2:18]1)([CH3:5])([CH3:6])[CH3:7].[Cl:33][CH2:34][Cl:35].[OH:26][C:27]([C:28]([F:29])([F:30])[F:31])=[O:32]>>[NH2:8][CH2:9][CH2:10][C:11](=[O:12])[N:13]1[CH2:14][CH2:15][N:16]([CH2:19][CH2:20][CH2:21][C:22](=[O:23])[O:24][CH3:25])[CH2:17][CH2:18]1. The reactants are COC(=O)C1=NC=C(C=C1C)C1=CC(=CC=C1)C(F)(F)F (3-methyl-5-(3-trifluoromethyl-phenyl)-pyridine-2-carboxylic acid methyl ester), ClC=1C=C(C=CC1Cl)C=1C=C(C(=NC1)C(=O)N1CCC(CC1)N1CCCC1)C ([5-(3,4-Dichloro-phenyl)-3-methyl-pyridin-2-yl]-(4-pyrrolidin-1-yl-piperidin-1-yl)-methanone), FC1=C(C=C(C=C1)C(F)(F)F)B(O)O (2-fluoro-5-trifluoromethyl-phenyl-boronic acid), (1,1′-bis-diphenylphosphino)-ferrocene, C([O-])([O-])=O.[Na+].[Na+] (sodium carbonate). Reagents/catalysts: [Pd](Cl)Cl (palladium-(II)dichloride). Solvent: O1CCOCC1.O (dioxane water). Yields the product FC1=C(C=C(C=C1)C(F)(F)F)C=1C=C(C(=NC1)C(=O)N1CCC(CC1)N1CCCC1)C ([5-(2-Fluoro-5-trifluoromethyl-phenyl)-3-methyl-pyridin-2-yl]-(4-pyrrolidin-1-yl-piperidin-1-yl)-methanone). RXN SMILES: COC(C1C(C)=CC(C2C=CC=C(C(F)(F)F)C=2)=CN=1)=O.ClC1C=C([C:30]2[CH:31]=[C:32]([CH3:49])[C:33]([C:36]([N:38]3[CH2:43][CH2:42][CH:41]([N:44]4[CH2:48][CH2:47][CH2:46][CH2:45]4)[CH2:40][CH2:39]3)=[O:37])=[N:34][CH:35]=2)C=CC=1Cl.[F:50][C:51]1[CH:56]=[CH:55][C:54]([C:57]([F:60])([F:59])[F:58])=[CH:53][C:52]=1B(O)O.C(=O)([O-])[O-].[Na+].[Na+]>O1CCOCC1.O.[Pd](Cl)Cl>[F:50][C:51]1[CH:56]=[CH:55][C:54]([C:57]([F:60])([F:59])[F:58])=[CH:53][C:52]=1[C:30]1[CH:31]=[C:32]([CH3:49])[C:33]([C:36]([N:38]2[CH2:39][CH2:40][CH:41]([N:44]3[CH2:48][CH2:47][CH2:46][CH2:45]3)[CH2:42][CH2:43]2)=[O:37])=[N:34][CH:35]=1 |f:3.4.5,6.7|. Procedure: In analogy to the procedure described for the preparation of intermediate 1A, (5-bromo-3-methyl-pyridin-2-yl)-(4-pyrrolidin-1-yl-piperidin-1-yl)-methanone (see example 28) was reacted with 2-fluoro-5-trifluoromethyl-phenyl-boronic acid, (1,1′-bis-diphenylphosphino)-ferrocene)palladium-(II)dichloride (1:1 complex with CH2Cl2) and sodium carbonate in dioxane/water to give the title compound as brown amorphous solid. MS: 436.3 (MH+). Reactants: BrCc1ccccc1, O=C([O-])[O-], CC#N, [K+], [K+], O=[N+]([O-])c1ccc2[nH]ncc2c1. Yields the product O=[N+]([O-])c1ccc2c(cnn2Cc2ccccc2)c1. Reaction SMILES: [Br:19][CH2:20][c:21]1[cH:22][cH:23][cH:24][cH:25][cH:26]1.[C:13](=[O:14])([O-:15])[O-:16].[CH3:27][C:28]#[N:29].[K+:17].[K+:18].[N+:1](=[O:2])([O-:3])[c:4]1[cH:5][c:6]2[cH:7][n:8][nH:9][c:10]2[cH:11][cH:12]1>>[N+:1](=[O:2])([O-:3])[c:4]1[cH:5][c:6]2[cH:7][n:8][n:9]([CH2:20][c:21]3[cH:22][cH:23][cH:24][cH:25][cH:26]3)[c:10]2[cH:11][cH:12]1. As a reaction SMILES: [NH2:1][C:2]1[CH:10]=[CH:9][CH:8]=[C:7]([Br:11])[C:3]=1[C:4]([OH:6])=[O:5].N1C=CC=CC=1.[Cl:18][CH2:19][C:20](Cl)=[O:21]>C1(C)C=CC=CC=1>[Br:11][C:7]1[CH:8]=[CH:9][CH:10]=[C:2]([NH:1][C:20](=[O:21])[CH2:19][Cl:18])[C:3]=1[C:4]([OH:6])=[O:5]. Run in C1(=CC=CC=C1)C (toluene), C1(=CC=CC=C1)C (toluene). The product is BrC1=C(C(=O)O)C(=CC=C1)NC(CCl)=O (2-bromo-6-(2-chloroacetamido)benzoic acid). Procedure: To a stirred solution of 2-amino-6-bromo-benzoic acid (6) (3.06 g, 14.2 mmol) in toluene (75 mL) cooled to 0° C. in an ice-bath was added pyridine (0.60 mL, 7.10 mmol) followed by a solution of chloroacetyl chloride (2.26 mL, 28.4 mmol) in toluene (75 mL) drop-wise over 1 hr. The reaction mixture was allowed to warm to RT, and was heated at 115° C. for 3 hr and then allowed to cool to RT. The solvent volume was reduced by half by evaporation in vacuo. Upon standing overnight, the product precipi... Starting materials: N1=CC=CC=C1 (pyridine), NC1=C(C(=O)O)C(=CC=C1)Br (2-amino-6-bromo-benzoic acid), ClCC(=O)Cl (chloroacetyl chloride). Reaction conditions: time 8 hour. Isolated yield 34.7%. The reactants are BrC=1C=C(C=CC1)CC(CCl)O (1-(3-bromophenyl)-3-chloropropan-2-ol), [N-]=[N+]=[N-].[Na+] (NaN3), [Na+].[I-] (NaI). Solvent: CN(C)C=O (DMF), CCOCC (ether). Conditions: temperature 75 celsius. Yields the product N(=[N+]=[N-])CC(CC1=CC(=CC=C1)Br)O (1-azido-3-(3-bromophenyl)propan-2-ol). As a reaction SMILES: [Br:1][C:2]1[CH:3]=[C:4]([CH2:8][CH:9]([OH:12])[CH2:10]Cl)[CH:5]=[CH:6][CH:7]=1.[N-:13]=[N+:14]=[N-:15].[Na+].[Na+].[I-]>CN(C=O)C.CCOCC>[N:13]([CH2:10][CH:9]([OH:12])[CH2:8][C:4]1[CH:5]=[CH:6][CH:7]=[C:2]([Br:1])[CH:3]=1)=[N+:14]=[N-:15] |f:1.2,3.4|. Reported procedure: To a solution of 1-(3-bromophenyl)-3-chloropropan-2-ol (8.49 g, 34.0 mmol) in anhydrous DMF (100 mL) under N2 was added NaN3 (11.05 g, 170.0 mmol) and NaI (cat., 0.75 g, 5.0 mmol). The mixture was heated at 75° C. overnight. After cooling to room temperature, the mixture was diluted with ether and washed with water and brine. The solution was dried over Na2SO4 and concentrated under reduced pressure. The product was dried in a vacuum oven at 40° C. for 2 h to give 1-azido-3-(3-bromophenyl)propan... The reactants are Oc1c(Cl)cc(S(F)(F)(F)(F)F)cc1Br, CI, [K+], [K+], O=C([O-])[O-], CN(C)C=O. Yields the product COc1c(Cl)cc(S(F)(F)(F)(F)F)cc1Br. RXN SMILES: [Br:1][c:2]1[c:3]([OH:15])[c:4]([Cl:14])[cH:5][c:6]([S:8]([F:9])([F:10])([F:11])([F:12])[F:13])[cH:7]1.[CH3:22][I:23].[K+:16].[K+:17].[O-:18][C:19]([O-:20])=[O:21].[O:24]=[CH:25][N:26]([CH3:27])[CH3:28]>>[Br:1][c:2]1[c:3]([O:15][CH3:19])[c:4]([Cl:14])[cH:5][c:6]([S:8]([F:9])([F:10])([F:11])([F:12])[F:13])[cH:7]1.